This data is from the Open Reaction Database (ORD), a public repository of structured organic reaction records. The task is: describe an organic reaction: reactants, conditions, products, and yield The reactants are COC1=CC=C(C=C1)S(=O)(=O)N1CCC2=CC=CC(=C12)N (1-(4-Methoxy-benzenesulfonyl)-2,3-dihydro-1H-indol-7-ylamine), C(C1=CC=CC=C1)(=O)Cl (benzoyl chloride). Solvent: N1=CC=CC=C1 (pyridine). Product: COC1=CC=C(C=C1)S(=O)(=O)N1CCC2=CC=CC(=C12)NC(C1=CC=CC=C1)=O (N-[1-(4-Methoxy-benzenesulfonyl)-2,3-dihydro-1H-indol-7-yl]-benzamide). Isolated yield 82.0%. As a reaction SMILES: [CH3:1][O:2][C:3]1[CH:8]=[CH:7][C:6]([S:9]([N:12]2[C:20]3[C:15](=[CH:16][CH:17]=[CH:18][C:19]=3[NH2:21])[CH2:14][CH2:13]2)(=[O:11])=[O:10])=[CH:5][CH:4]=1.[C:22](Cl)(=[O:29])[C:23]1[CH:28]=[CH:27][CH:26]=[CH:25][CH:24]=1>N1C=CC=CC=1>[CH3:1][O:2][C:3]1[CH:8]=[CH:7][C:6]([S:9]([N:12]2[C:20]3[C:15](=[CH:16][CH:17]=[CH:18][C:19]=3[NH:21][C:22](=[O:29])[C:23]3[CH:28]=[CH:27][CH:26]=[CH:25][CH:24]=3)[CH2:14][CH2:13]2)(=[O:10])=[O:11])=[CH:5][CH:4]=1. Procedure: To a solution of 19(0.1 g, 0.26 mmol), benzoyl chloride (0.09 ml, 0.78 mmol) in pyridine (1 ml) was stirred at 100-110° C. for 16H. The reaction mixture was quenched with ice water and extracted with EtOAc. The combined organic layer was dried over anhydrous MgSO4 and evaporated to give residue that was chromatographed over silica gel (EtOAc: n-hexane=1:2) to afford 20, yield 82%. The reactants are CO (Methanol), Cl (hydrochloric acid), resultant solution, C(=O)NC1=CC=CC(=N1)C(C(=O)NC1[C@@H]2N(C(=C(CS2)CSC=2SC(=NN2)CNC(=O)OC(C)(C)C)C(=O)O)C1=O)=NOC (7-[2-(6-formamidopyridin-2-yl)2-methoxyiminoacetamido]-3-(5-t-butoxycarbonylaminomethyl-1,3,4-thiadiazol-2-yl)thiomethyl-3-cephem-4-carboxylic acid). The solvent is C(=O)O (formic acid). Run at time 30 minute. Yields the product NC1=CC=CC(=N1)C(C(=O)NC1[C@@H]2N(C(=C(CS2)CSC=2SC(=NN2)CN)C(=O)O)C1=O)=NOC (7-[2-(6-aminopyridin-2-yl)-2-methoxyiminoacetamido]-3-(5-aminomethyl-1,3,4-thiadiazol-2-yl)thiomethyl-3-cephem-4-carboxylic acid). Isolated yield 53.1%. As a reaction SMILES: C([NH:3][C:4]1[N:9]=[C:8]([C:10](=[N:42][O:43][CH3:44])[C:11]([NH:13][CH:14]2[C:40](=[O:41])[N:16]3[C:17]([C:37]([OH:39])=[O:38])=[C:18]([CH2:21][S:22][C:23]4[S:24][C:25]([CH2:28][NH:29]C(OC(C)(C)C)=O)=[N:26][N:27]=4)[CH2:19][S:20][C@H:15]23)=[O:12])[CH:7]=[CH:6][CH:5]=1)=O.CO.Cl>C(O)=O>[NH2:3][C:4]1[N:9]=[C:8]([C:10](=[N:42][O:43][CH3:44])[C:11]([NH:13][CH:14]2[C:40](=[O:41])[N:16]3[C:17]([C:37]([OH:39])=[O:38])=[C:18]([CH2:21][S:22][C:23]4[S:24][C:25]([CH2:28][NH2:29])=[N:26][N:27]=4)[CH2:19][S:20][C@H:15]23)=[O:12])[CH:7]=[CH:6][CH:5]=1. Procedure: A solution of 7-[2-(6-formamidopyridin-2-yl)2-methoxyiminoacetamido]-3-(5-t-butoxycarbonylaminomethyl-1,3,4-thiadiazol-2-yl)thiomethyl-3-cephem-4-carboxylic acid (syn isomer) (1.12 g.) in 98% formic acid (11 ml.) was stirred at room temperature for 2 hours. Methanol (20 ml.) and conc. hydrochloric acid (0.3 ml.) were added to the resultant solution and then stirred at room temperature for 30 minutes. After the reaction mixture was concentrated in vacuo, water (25 ml.) was added to the residue, a... Reactants: CC1CCN(CCOc2ccc([N+](=O)[O-])cc2)CC1, CO, [H][H], [Pd]. Product: CC1CCN(CCOc2ccc(N)cc2)CC1. Reaction SMILES: [CH3:1][CH:2]1[CH2:3][CH2:4][N:5]([CH2:8][CH2:9][O:10][c:11]2[cH:12][cH:13][c:14]([N+:17]([O-:18])=[O:19])[cH:15][cH:16]2)[CH2:6][CH2:7]1.[CH3:22][OH:23].[H:20][H:21].[Pd:24]>>[CH3:1][CH:2]1[CH2:3][CH2:4][N:5]([CH2:8][CH2:9][O:10][c:11]2[cH:12][cH:13][c:14]([NH2:17])[cH:15][cH:16]2)[CH2:6][CH2:7]1. Starting materials: ClC1=C(C=CC=C1)S(=O)(=O)[C@@H]1C[C@H](N(C1)C(CC(C)=O)=S)C(=O)OC ((2S,4R)-methyl 4-(2-chlorophenylsulfonyl)-1-(3-oxobutanethioyl)pyrrolidine-2-carboxylate), Cl.O1CCC(CC1)NN ((tetrahydropyran-4-yl)hydrazine hydrochloride). The product is COC(=O)[C@H]1N(C[C@@H](C1)S(=O)(=O)C1=C(C=CC=C1)Cl)C=1N(N=C(C1)C)C1CCOCC1 ((2S,4R)-4-(2-Chloro-benzenesulfonyl)-1-[5-methyl-2-(tetrahydro-pyran-4-yl)-2H-pyrazol-3-yl]-pyrrolidine-2-carboxylic acid methyl ester). RXN SMILES: [Cl:1][C:2]1[CH:7]=[CH:6][CH:5]=[CH:4][C:3]=1[S:8]([C@H:11]1[CH2:15][N:14]([C:16](=S)[CH2:17][C:18](=O)[CH3:19])[C@H:13]([C:22]([O:24][CH3:25])=[O:23])[CH2:12]1)(=[O:10])=[O:9].Cl.[O:27]1[CH2:32][CH2:31][CH:30]([NH:33][NH2:34])[CH2:29][CH2:28]1>>[CH3:25][O:24][C:22]([C@@H:13]1[CH2:12][C@@H:11]([S:8]([C:3]2[CH:4]=[CH:5][CH:6]=[CH:7][C:2]=2[Cl:1])(=[O:9])=[O:10])[CH2:15][N:14]1[C:16]1[N:33]([CH:30]2[CH2:31][CH2:32][O:27][CH2:28][CH2:29]2)[N:34]=[C:18]([CH3:19])[CH:17]=1)=[O:23] |f:1.2|. Reported procedure: In analogy to the procedure described in example 192 h, (2S,4R)-methyl 4-(2-chlorophenylsulfonyl)-1-(3-oxobutanethioyl)pyrrolidine-2-carboxylate (example 253c) was reacted with (tetrahydropyran-4-yl)hydrazine hydrochloride (CAS Reg. No. 194543-22-1) to give the title compound as orange oil. MS (ESI): m/z=468.1 [M+H]+. Starting materials: C(CCCC)C1CCC(CC1)O (4-pentylcyclohexanol), S(=O)(=O)(OC)OC (dimethyl sulfate). Run in C1CCOC1 (THF), [H-].[Na+] (NaH). Run at temperature 0 celsius, time 30 minute. The product is COC1CCC(CC1)CCCCC (4-pentylcyclohexanol methyl ether). As a reaction SMILES: [CH2:1]([CH:6]1[CH2:11][CH2:10][CH:9]([OH:12])[CH2:8][CH2:7]1)[CH2:2][CH2:3][CH2:4][CH3:5].S(OC)(O[CH3:17])(=O)=O>C1COCC1.[H-].[Na+]>[CH3:17][O:12][CH:9]1[CH2:8][CH2:7][CH:6]([CH2:1][CH2:2][CH2:3][CH2:4][CH3:5])[CH2:11][CH2:10]1 |f:3.4|. Procedure: Under argon, to a solution of 4-pentylcyclohexanol (2.0 g, 11.75 mmol) in anhydrous THF (60 mL), NaH was added (60%, 0.94 g, 23.5 mmol) at 0° C. and stirred for 30 minutes, followed by the addition of dimethyl sulfate (1.68 mL, 17.62 mmol). The mixture was refluxed for 12 hrs and cooled to 0° C. The reaction was quenched with saturated ammonium chloride solution (20 mL). THF was removed under vacuum and the residue was extracted with CH2Cl2 (3×25 mL). The collected organic portion was dried with... Starting materials: COCC(=O)OC (methyl methoxyacetate), enolate, C(CCCCCCCCCCC)C1=C(C=O)C=CC=C1 (2-dodecylbenzaldehyde), C(C)(C)NC(C)C (di-i-propylamine), C(CCC)[Li] (n-butyl lithium). The solvent is O1CCCC1 (tetrahydrofuran), O1CCCC1 (tetrahydrofuran), O1CCCC1 (tetrahydrofuran). Reaction conditions: time 15 minute. Product: COC(C(=O)OC)C(C1=C(C=CC=C1)CCCCCCCCCCCC)O (Methyl 2-methoxy-3-hydroxy-3-(2-dodecylphenyl)propionate). Reaction SMILES: C(NC(C)C)(C)C.C([Li])CCC.[CH3:13][O:14][CH2:15][C:16]([O:18][CH3:19])=[O:17].[CH2:20]([C:32]1[CH:39]=[CH:38][CH:37]=[CH:36][C:33]=1[CH:34]=[O:35])[CH2:21][CH2:22][CH2:23][CH2:24][CH2:25][CH2:26][CH2:27][CH2:28][CH2:29][CH2:30][CH3:31]>O1CCCC1>[CH3:13][O:14][CH:15]([CH:34]([OH:35])[C:33]1[CH:36]=[CH:37][CH:38]=[CH:39][C:32]=1[CH2:20][CH2:21][CH2:22][CH2:23][CH2:24][CH2:25][CH2:26][CH2:27][CH2:28][CH2:29][CH2:30][CH3:31])[C:16]([O:18][CH3:19])=[O:17]. Procedure: To a solution of di-i-propylamine (0.77 ml, 5 mmoles) in tetrahydrofuran (10 ml) at -78° C. was added n-butyl lithium (2.1 ml, 5.5 mmoles) under argon atmosphere. After 15 minutes, methyl methoxyacetate (0.52 g, 5 mmoles) in tetrahydrofuran (2 ml) was added dropwise, with stirring. The resulting enolate solution was stirrred at -78° C. for 45 minutes. A solution of 2-dodecylbenzaldehyde (1.65 g, 6 mmoles) in tetrahydrofuran (2 ml) was added. The resulting light-blue mixture became a suspension a... Starting materials: O=C([O-])[O-], CC(=O)Nc1nc2c(C)cnc(-c3cccc([N+](=O)[O-])c3)n2n1, [H][H], [K+], [K+], O=C(O)C(F)(F)F. Yields the product CC(=O)Nc1nc2c(C)cnc(-c3cccc(N)c3)n2n1. As a reaction SMILES: [C:33](=[O:34])([O-:35])[O-:36].[CH3:1][c:2]1[c:3]2[n:4]([c:5](-[c:8]3[cH:9][c:10]([N+:14]([O-:15])=[O:16])[cH:11][cH:12][cH:13]3)[n:6][cH:7]1)[n:17][c:18]([NH:20][C:21]([CH3:22])=[O:23])[n:19]2.[H:31][H:32].[K+:37].[K+:38].[OH:24][C:25]([C:26]([F:27])([F:28])[F:29])=[O:30]>>[CH3:1][c:2]1[c:3]2[n:4]([c:5](-[c:8]3[cH:9][c:10]([NH2:14])[cH:11][cH:12][cH:13]3)[n:6][cH:7]1)[n:17][c:18]([NH:20][C:21]([CH3:22])=[O:23])[n:19]2.